This data is from the Open Reaction Database (ORD), a public repository of structured organic reaction records. The task is: describe an organic reaction: reactants, conditions, products, and yield Starting materials: FC(C1=CC=C(OC(CO)C2=CC(=CC=C2)C(F)(F)F)C=C1)(F)F (2-(4-Trifluoromethyl-phenoxy)-2-(3-trifluoromethyl-phenyl)-ethanol), O (water), CCOCC (ether), C(CC)(=O)Cl (Propionyl chloride). Run in N1=CC=CC=C1 (pyridine). Conditions: temperature 0 celsius. The product is FC(C1=CC=C(OC(COC(CC)=O)C2=CC(=CC=C2)C(F)(F)F)C=C1)(F)F (propionic acid 2-(4-trifluoromethyl-phenoxy)-2-(3-trifluoromethyl-phenyl)-ethyl ester). RXN SMILES: [F:1][C:2]([F:24])([F:23])[C:3]1[CH:22]=[CH:21][C:6]([O:7][CH:8]([C:11]2[CH:16]=[CH:15][CH:14]=[C:13]([C:17]([F:20])([F:19])[F:18])[CH:12]=2)[CH2:9][OH:10])=[CH:5][CH:4]=1.[C:25](Cl)(=[O:28])[CH2:26][CH3:27].O.CCOCC>N1C=CC=CC=1>[F:1][C:2]([F:23])([F:24])[C:3]1[CH:4]=[CH:5][C:6]([O:7][CH:8]([C:11]2[CH:16]=[CH:15][CH:14]=[C:13]([C:17]([F:18])([F:19])[F:20])[CH:12]=2)[CH2:9][O:10][C:25](=[O:28])[CH2:26][CH3:27])=[CH:21][CH:22]=1. Procedure: 2-(4-Trifluoromethyl-phenoxy)-2-(3-trifluoromethyl-phenyl)-ethanol, 125, (0.01 mol) was dissolved in pyridine (20 mL) and the solution was cooled to 0° C. Propionyl chloride (0.015 mol) was added. The progress of the reaction was monitored by TLC. When the reaction was complete, water and ether were added. The organic phase was washed with dilute hydrochloric acid, dried and concentrated. The residue was chromatographed to afford the title compound 135. Reactants: ClC=1C=C(N)C=CC1 (3-chloroaniline), ferric chloride hexahydrate, COCCC(C)(OC)OC (1,3,3-trimethoxybutane). Reagents/catalysts: [Cl-].[Zn+2].[Cl-] (zinc chloride). Run in C(C)O (ethanol). Conditions: time 8 hour. Yields the product ClC1=CC=C2C(=CC=NC2=C1)C (7-chlorolepidine). As a reaction SMILES: [Cl:1][C:2]1[CH:3]=[C:4]([CH:6]=[CH:7][CH:8]=1)[NH2:5].CO[CH2:11][CH2:12][C:13](OC)(OC)[CH3:14]>[Cl-].[Zn+2].[Cl-].C(O)C>[Cl:1][C:2]1[CH:3]=[C:4]2[C:6]([C:13]([CH3:14])=[CH:12][CH:11]=[N:5]2)=[CH:7][CH:8]=1 |f:2.3.4|. Procedure: To a mixture containing 3-chloroaniline (1.59 g), ferric chloride hexahydrate (5.4 g), zinc chloride (0.2 g), ethanol (20 ml of 95% aqueous solution) preheated to 60° C. was added 1,3,3-trimethoxybutane (1.48 g). The resulting mixture was refluxed for two hours and allowed to stand overnight. The volatile matrials were then removed in vacuo and the residue rendered basic with 10% aqueous sodium hydroxide. The resulting mixture was partitioned between water and diethyl ether (3 times). The combin... Reactants: C(C)(=O)O[C@@H]1[C@H](O[C@H]([C@@H]([C@H]1OC(C)=O)OC(C)=O)C1=CC(=C(C=C1)Cl)CC1=CC=C(C=C1)C(=C)C)COC(C)=O ((2R,3R,4R,5S,6S)-2-(acetoxymethyl)-6-(4-chloro-3-(4-(prop-1-en-2-yl) benzyl)phenyl)tetrahydro-2H-pyran-3,4,5-triyl triacetate), C1CC(=O)N(C1=O)Br (NBS). Solvent: ClC1=CC=CC=C1 (chlorobenzene). Run at temperature 135 celsius, time 2 hour. Yields the product C(C)(=O)O[C@@H]1[C@H](O[C@H]([C@@H]([C@H]1OC(C)=O)OC(C)=O)C1=CC(=C(C=C1)Cl)CC1=CC=C(C=C1)C(=C)CBr)COC(C)=O ((2R,3R,4R,5S,6S)-2-(acetoxymethyl)-6-(3-(4-(3-bromoprop-1-en-2-yl)benzyl)-4-chlorophenyl)tetrahydro-2H-pyran-3,4,5-triyl triacetate). As a reaction SMILES: [C:1]([O:4][C@H:5]1[C@H:10]([O:11][C:12](=[O:14])[CH3:13])[C@@H:9]([O:15][C:16](=[O:18])[CH3:17])[C@H:8]([C:19]2[CH:24]=[CH:23][C:22]([Cl:25])=[C:21]([CH2:26][C:27]3[CH:32]=[CH:31][C:30]([C:33]([CH3:35])=[CH2:34])=[CH:29][CH:28]=3)[CH:20]=2)[O:7][C@@H:6]1[CH2:36][O:37][C:38](=[O:40])[CH3:39])(=[O:3])[CH3:2].C1C(=O)N([Br:48])C(=O)C1>ClC1C=CC=CC=1>[C:1]([O:4][C@H:5]1[C@H:10]([O:11][C:12](=[O:14])[CH3:13])[C@@H:9]([O:15][C:16](=[O:18])[CH3:17])[C@H:8]([C:19]2[CH:24]=[CH:23][C:22]([Cl:25])=[C:21]([CH2:26][C:27]3[CH:28]=[CH:29][C:30]([C:33]([CH2:35][Br:48])=[CH2:34])=[CH:31][CH:32]=3)[CH:20]=2)[O:7][C@@H:6]1[CH2:36][O:37][C:38](=[O:40])[CH3:39])(=[O:3])[CH3:2]. Reported procedure: A mixture of (2R,3R,4R,5S,6S)-2-(acetoxymethyl)-6-(4-chloro-3-(4-(prop-1-en-2-yl) benzyl)phenyl)tetrahydro-2H-pyran-3,4,5-triyl triacetate (intermediate AZ) (236 mg, 0.412 mmol) and NBS (110 mg, 0.618 mmol) in chlorobenzene (5 mL) was stirred at 135° C. for 2 h. The solids were filtered and washed with AcOEt. The organic portion was washed 1× with H2O and 1× with brine prior to drying over Na2SO4. Concentration and purification of the resulting residue by preparative TLC gave intermediate AZ (14... Starting materials: N(=NC(=O)OCC)C(=O)OCC (diethyl azodicarboxylate), COCOCCCO (3-(methoxymethoxy)propanol), C1(=CC=CC=C1)P(C1=CC=CC=C1)C1=CC=CC=C1 (triphenylphosphine), ON1C(C=2C(C1=O)=CC=CC2)=O (N-hydroxyphthalimide). Run in O1CCCC1 (tetrahydrofuran), O1CCCC1 (tetrahydrofuran). Run at time 18 hour. The product is COCOCCCON1C(C=2C(C1=O)=CC=CC2)=O (N-[3-(Methoxymethoxy)propoxy]phthalimide). Isolated yield 40.8%. As a reaction SMILES: [CH3:1][O:2][CH2:3][O:4][CH2:5][CH2:6][CH2:7][OH:8].C1(P(C2C=CC=CC=2)C2C=CC=CC=2)C=CC=CC=1.O[N:29]1[C:33](=[O:34])[C:32]2=[CH:35][CH:36]=[CH:37][CH:38]=[C:31]2[C:30]1=[O:39].N(C(OCC)=O)=NC(OCC)=O>O1CCCC1>[CH3:1][O:2][CH2:3][O:4][CH2:5][CH2:6][CH2:7][O:8][N:29]1[C:30](=[O:39])[C:31]2=[CH:38][CH:37]=[CH:36][CH:35]=[C:32]2[C:33]1=[O:34]. Procedure details: A solution of 3-(methoxymethoxy)propanol (5 g, 41.6 mmol), triphenylphosphine (13.1 g, 50 mmol) and N-hydroxyphthalimide (7.25 g, 44 mmol) in dry tetrahydrofuran (150 ml) was cooled to 0°-5° C. and treated with diethyl azodicarboxylate (8.7 g, 50 mmol) in dry tetrahydrofuran (10 ml) over 1/2 hr. The reaction was then stirred at ambient temperature for 18 hr. The solvent was removed in vacuo and the residue was dissolved in diethyl ether (100 ml) and the mixture cooled to 0°-5° C. for 3 hr. The s... Starting materials: C#CC1(COC(C)=O)OC(n2cc(C)c(=O)[nH]c2=O)CC1O[Si](C)(C)C(C)(C)C, C1CCOC1, CCCC[N+](CCCC)(CCCC)CCCC, [F-]. Yields the product C#CC1(COC(C)=O)OC(n2cc(C)c(=O)[nH]c2=O)CC1O. RXN SMILES: [C:1]([CH3:2])(=[O:3])[O:4][CH2:5][C:6]1([C:28]#[CH:29])[CH:7]([O:20][Si:21]([C:22]([CH3:23])([CH3:24])[CH3:25])([CH3:26])[CH3:27])[CH2:8][CH:9]([n:11]2[c:12](=[O:13])[nH:14][c:15](=[O:16])[c:17]([CH3:18])[cH:19]2)[O:10]1.[CH2:48]1[O:49][CH2:50][CH2:51][CH2:52]1.[CH3:31][CH2:32][CH2:33][CH2:34][N+:35]([CH2:36][CH2:37][CH2:38][CH3:39])([CH2:40][CH2:41][CH2:42][CH3:43])[CH2:44][CH2:45][CH2:46][CH3:47].[F-:30]>>[C:1]([CH3:2])(=[O:3])[O:4][CH2:5][C:6]1([C:28]#[CH:29])[CH:7]([OH:20])[CH2:8][CH:9]([n:11]2[c:12](=[O:13])[nH:14][c:15](=[O:16])[c:17]([CH3:18])[cH:19]2)[O:10]1. Starting materials: CC(=O)Nc1c(I)c(C(=O)[O-])c(I)c(N(C)C(C)=O)c1I, O=C(Oc1ccccc1)OC(Cl)c1ccccc1, [I-], [K+], [Na+], CN(C)C=O. Product: CC(=O)Nc1c(I)c(C(=O)OC(OC(=O)Oc2ccccc2)c2ccccc2)c(I)c(N(C)C(C)=O)c1I. RXN SMILES: [C:19]([CH3:20])(=[O:21])[NH:22][c:23]1[c:24]([I:39])[c:25]([N:34]([CH3:35])[C:36]([CH3:37])=[O:38])[c:26]([I:33])[c:27]([C:30](=[O:31])[O-:32])[c:28]1[I:29].[C:1]([O:2][CH:3]([c:4]1[cH:5][cH:6][cH:7][cH:8][cH:9]1)[Cl:10])([O:11][c:12]1[cH:13][cH:14][cH:15][cH:16][cH:17]1)=[O:18].[I-:42].[K+:40].[Na+:41].[O:43]=[CH:44][N:45]([CH3:46])[CH3:47]>>[C:1]([O:2][CH:3]([c:4]1[cH:5][cH:6][cH:7][cH:8][cH:9]1)[O:32][C:30]([c:27]1[c:26]([I:33])[c:25]([N:34]([CH3:35])[C:36]([CH3:37])=[O:38])[c:24]([I:39])[c:23]([NH:22][C:19]([CH3:20])=[O:21])[c:28]1[I:29])=[O:31])([O:11][c:12]1[cH:13][cH:14][cH:15][cH:16][cH:17]1)=[O:18].